This data is from the Open Reaction Database (ORD), a public repository of structured organic reaction records. The task is: describe an organic reaction: reactants, conditions, products, and yield Starting materials: COC(=O)C1=CC=C(OCCN2C(C=3C(C2=O)=CC=CC3)=O)C=C1 (N-[2-(4-Methoxycarbonylphenoxy)ethyl]phthalimide), COC(=O)C1=CC=C(OCCN2C(C=3C(C2=O)=CC=CC3)=O)C=C1 (N-[2-(4-Methoxycarbonylphenoxy)ethyl]phthalimide), O.NN (hydrazine hydrate). The solvent is CO (methanol). Product: NCCOC1=CC=C(C(=O)OC)C=C1 (Methyl 4-(2-aminoethoxy)benzoate). The yield is 89.9%. Reaction SMILES: [CH3:1][O:2][C:3]([C:5]1[CH:24]=[CH:23][C:8]([O:9][CH2:10][CH2:11][N:12]2C(=O)C3=CC=CC=C3C2=O)=[CH:7][CH:6]=1)=[O:4].O.NN>CO>[NH2:12][CH2:11][CH2:10][O:9][C:8]1[CH:23]=[CH:24][C:5]([C:3]([O:2][CH3:1])=[O:4])=[CH:6][CH:7]=1 |f:1.2|. Procedure details: N-[2-(4-Methoxycarbonylphenoxy)ethyl]phthalimide (158.86 g) prepared in accordance with (1) and 73.33 g of hydrazine hydrate were dissolved in 1.5 liters of methanol and the solution was refluxed for 1 hour. The precipitate was removed by filtration and the filtrate was concentrated in vacuo. The residue was extracted with chloroform and washed with saturated sodium chloride solution twice. The organic solvent layer was dried with anhydrous magnesium sulphate and concentrated in vacuo. n-Hexane ... Starting materials: ClC=CCCl, O=[N+]([O-])C=C1NCCN1. Yields the product O=[N+]([O-])C=C1NCCN1CC=CCl. Reaction SMILES: [Cl:10][CH:11]=[CH:12][CH2:13][Cl:14].[N+:1](=[O:2])([O-:3])[CH:4]=[C:5]1[NH:6][CH2:7][CH2:8][NH:9]1>>[N+:1](=[O:2])([O-:3])[CH:4]=[C:5]1[N:6]([CH2:13][CH:12]=[CH:11][Cl:10])[CH2:7][CH2:8][NH:9]1. Reactants: ClC=1C=C(C(=O)N2CCC(CC2)C2OC3=C(CN4C2=CC=C4)C=CC=C3)C=CC1Cl (11-[1-(3,4-dichlorobenzoyl)piperidin-4-yl]-5H,11H-pyrrolo[2,1-c][1,4]benzoxazepine), solution, [H-].[Al+3].[Li+].[H-].[H-].[H-] (lithium aluminum hydride), C1CCOC1 (THF). Run at time 1 hour. Yields the product ClC=1C=C(CN2CCC(CC2)C2OC3=C(CN4C2=CC=C4)C=CC=C3)C=CC1Cl (11-[1-(3,4-Dichlorobenzyl)piperidin-4-yl]-5H,11H-pyrrolo[2,1-c][1,4]benzoxazepine). Reaction SMILES: [Cl:1][C:2]1[CH:3]=[C:4]([CH:27]=[CH:28][C:29]=1[Cl:30])[C:5]([N:7]1[CH2:12][CH2:11][CH:10]([CH:13]2[C:19]3=[CH:20][CH:21]=[CH:22][N:18]3[CH2:17][C:16]3[CH:23]=[CH:24][CH:25]=[CH:26][C:15]=3[O:14]2)[CH2:9][CH2:8]1)=O.[H-].[Al+3].[Li+].[H-].[H-].[H-].C1COCC1>>[Cl:1][C:2]1[CH:3]=[C:4]([CH:27]=[CH:28][C:29]=1[Cl:30])[CH2:5][N:7]1[CH2:12][CH2:11][CH:10]([CH:13]2[C:19]3=[CH:20][CH:21]=[CH:22][N:18]3[CH2:17][C:16]3[CH:23]=[CH:24][CH:25]=[CH:26][C:15]=3[O:14]2)[CH2:9][CH2:8]1 |f:1.2.3.4.5.6|. Procedure: To a cooled solution of 11-[1-(3,4-dichlorobenzoyl)piperidin-4-yl]-5H,11H-pyrrolo[2,1-c][1,4]benzoxazepine (4.8 g; 0.011 mole in 100 ml THF) was added a 1 molar solution of lithium aluminum hydride in THF (17 ml, 0.017 mole). This was then stirred at room temperature for 1 hour. The reactants are CC(=O)O[BH-](OC(C)=O)OC(C)=O, COCCCN, CC(=O)O, CC(Cl)Cl, COc1cc(-c2nn(-c3ccc(C=O)cc3)c3ncnc(N)c23)ccc1NC(=O)c1ccc(C(F)(F)F)cc1F, [Na+], [Na+], [OH-]. Yields the product COCCCNCc1ccc(-n2nc(-c3ccc(NC(=O)c4ccc(C(F)(F)F)cc4F)c(OC)c3)c3c(N)ncnc32)cc1. Reaction SMILES: [C:47]([O:48][BH-:49]([O:50][C:51](=[O:52])[CH3:53])[O:54][C:55](=[O:56])[CH3:57])(=[O:58])[CH3:59].[CH3:41][O:42][CH2:43][CH2:44][CH2:45][NH2:46].[CH3:67][C:68](=[O:69])[OH:70].[Cl:63][CH:64]([Cl:65])[CH3:66].[NH2:1][c:2]1[c:3]2[c:4]([n:5][cH:6][n:7]1)[n:8](-[c:33]1[cH:34][cH:35][c:36]([CH:39]=[O:40])[cH:37][cH:38]1)[n:9][c:10]2-[c:11]1[cH:12][c:13]([O:31][CH3:32])[c:14]([NH:17][C:18]([c:19]2[c:20]([F:29])[cH:21][c:22]([C:25]([F:26])([F:27])[F:28])[cH:23][cH:24]2)=[O:30])[cH:15][cH:16]1.[Na+:60].[Na+:62].[OH-:61]>>[NH2:1][c:2]1[c:3]2[c:4]([n:5][cH:6][n:7]1)[n:8](-[c:33]1[cH:34][cH:35][c:36]([CH2:39][NH:46][CH2:45][CH2:44][CH2:43][O:42][CH3:41])[cH:37][cH:38]1)[n:9][c:10]2-[c:11]1[cH:12][c:13]([O:31][CH3:32])[c:14]([NH:17][C:18]([c:19]2[c:20]([F:29])[cH:21][c:22]([C:25]([F:26])([F:27])[F:28])[cH:23][cH:24]2)=[O:30])[cH:15][cH:16]1. Reactants: FC(S(=O)(=O)OC=1C(=CC(=C2C=CC=NC12)Cl)C(C)=O)(F)F (7-Acetyl-5-chloroquinolin-8-yl trifluoromethanesulfonate), N1(CCCCC1)C1CCNCC1 (1,4′-bipiperidine), C1=CC=C(C=C1)P(C2=CC=CC=C2)C3=C(C4=CC=CC=C4C=C3)C5=C(C=CC6=CC=CC=C65)P(C7=CC=CC=C7)C8=CC=CC=C8 ((S)-(−)-2,2′-bis(diphenylphosphino)-1,1′-binaphthyl), C([O-])([O-])=O.[Cs+].[Cs+] (cesium carbonate). The reagents and catalysts are C(C)(=O)[O-].[Pd+2].C(C)(=O)[O-] (palladium acetate). The solvent is O1CCCC1 (tetrahydrofuran), ClCCl (dichloromethane). Conditions: temperature 65 celsius. Product: N1(CCCCC1)C1CCN(CC1)C=1C(=CC(=C2C=CC=NC12)Cl)C(C)=O (1-[8-(1,4′-Bipiperidin-1′-yl)-5-chloroquinolin-7-yl]ethanone). Isolated yield 11.1%. Reaction SMILES: FC(F)(F)S(O[C:7]1[C:8]([C:18](=[O:20])[CH3:19])=[CH:9][C:10]([Cl:17])=[C:11]2[C:16]=1[N:15]=[CH:14][CH:13]=[CH:12]2)(=O)=O.[N:23]1([CH:29]2[CH2:34][CH2:33][NH:32][CH2:31][CH2:30]2)[CH2:28][CH2:27][CH2:26][CH2:25][CH2:24]1.C1C=CC(P(C2C=CC3C(=CC=CC=3)C=2C2C3C(=CC=CC=3)C=CC=2P(C2C=CC=CC=2)C2C=CC=CC=2)C2C=CC=CC=2)=CC=1.C(=O)([O-])[O-].[Cs+].[Cs+]>O1CCCC1.ClCCl.C([O-])(=O)C.[Pd+2].C([O-])(=O)C>[N:23]1([CH:29]2[CH2:34][CH2:33][N:32]([C:7]3[C:8]([C:18](=[O:20])[CH3:19])=[CH:9][C:10]([Cl:17])=[C:11]4[C:16]=3[N:15]=[CH:14][CH:13]=[CH:12]4)[CH2:31][CH2:30]2)[CH2:28][CH2:27][CH2:26][CH2:25][CH2:24]1 |f:3.4.5,8.9.10|. Procedure: A stirred mixture of 7-acetyl-5-chloroquinolin-8-yl trifluoromethanesulfonate (0.14 g, 0.40 mmol, from Example 47, Step 2), 1,4′-bipiperidine (0.0799 g, 0.475 mmol), palladium acetate (1.8 mg, 0.0080 mmol), (S)-(−)-2,2′-bis(diphenylphosphino)-1,1′-binaphthyl (7.4 mg, 0.012 mmol), and cesium carbonate (0.361 g, 1.11 mmol) in tetrahydrofuran (3 mL) was heated at 65° C. overnight. The mixture was cooled, diluted with dichloromethane and filtered. The filtrate was washed with brine, dried over MgSO4...